Dataset: the Open Reaction Database (ORD), a public repository of structured organic reaction records. Task: describe an organic reaction: reactants, conditions, products, and yield Isolated yield 37.0%. Starting materials: C=1C=CC2=C(C1)N=NN2O (HOBt), C(CCl)Cl (EDC), Cl.COC(CCN)=O (β-Alanine methyl ester HCl salt), CCN(C(C)C)C(C)C (Hunig's base), COC(=O)C=1C(=C2C=C(C(N(C2=C(N1)C=1SC=CN1)CC1=CC=CC=C1)=O)C1=CC=CC=C1)O (1-benzyl-5-hydroxy-2-oxo-3-phenyl-8-thiazol-2-yl-1,2-dihydro-[1,7]naphthyridine-6-carboxylic acid methyl ester), [OH-].[Na+] (NaOH). Product: COC(CCNC(=O)C=1C(=C2C=C(C(N(C2=C(N1)C=1SC=CN1)CC1=CC=CC=C1)=O)C1=CC=CC=C1)O)=O (3-[(1-Benzyl-5-hydroxy-2-oxo-3-phenyl-8-thiazol-2-yl-1,2-dihydro-[1,7]naphthyridine-6-carbonyl)-amino]-propionic acid methyl ester). Solvent: C(Cl)Cl (CH2Cl2), C1CCOC1 (THF), CO (MeOH). Procedure: A mixture of 1-benzyl-5-hydroxy-2-oxo-3-phenyl-8-thiazol-2-yl-1,2-dihydro-[1,7]naphthyridine-6-carboxylic acid methyl ester (64 mg, 0.14 mmol), 2 M NaOH (3 mL), MeOH (3 mL) and THF (3 mL) was stirred at r.t. overnight. The mixture was concentrated to approximately one-third of its original volume, and then acidified to pH about 3 with 1 M HCl. The resulting suspension was extracted with EtOAc. The organic layer was dried over MgSO4 and concentrated. To the residue were then added HOBt (30 mg, 0.... Run at time 8 hour. RXN SMILES: C[O:2][C:3]([C:5]1[C:6]([OH:34])=[C:7]2[C:12](=[C:13]([C:15]3[S:16][CH:17]=[CH:18][N:19]=3)[N:14]=1)[N:11]([CH2:20][C:21]1[CH:26]=[CH:25][CH:24]=[CH:23][CH:22]=1)[C:10](=[O:27])[C:9]([C:28]1[CH:33]=[CH:32][CH:31]=[CH:30][CH:29]=1)=[CH:8]2)=O.[OH-].[Na+].C1C=CC2N(O)N=NC=2C=1.C(Cl)CCl.Cl.[CH3:52][O:53][C:54](=[O:58])[CH2:55][CH2:56][NH2:57].CCN(C(C)C)C(C)C>C(Cl)Cl.C1COCC1.CO>[CH3:52][O:53][C:54](=[O:58])[CH2:55][CH2:56][NH:57][C:3]([C:5]1[C:6]([OH:34])=[C:7]2[C:12](=[C:13]([C:15]3[S:16][CH:17]=[CH:18][N:19]=3)[N:14]=1)[N:11]([CH2:20][C:21]1[CH:26]=[CH:25][CH:24]=[CH:23][CH:22]=1)[C:10](=[O:27])[C:9]([C:28]1[CH:29]=[CH:30][CH:31]=[CH:32][CH:33]=1)=[CH:8]2)=[O:2] |f:1.2,5.6|. The product is COc1ccc2c(Oc3ccc(OCCN4CCCCC4)cc3)c(-c3csc(S(C)(=O)=O)c3)ccc2c1. Reaction SMILES: [CH3:1][O:2][c:3]1[cH:4][c:5]2[cH:6][cH:7][c:8]([O:29][S:30]([C:31]([F:32])([F:33])[F:34])(=[O:35])=[O:36])[c:9]([O:13][c:14]3[cH:15][cH:16][c:17]([O:20][CH2:21][CH2:22][N:23]4[CH2:24][CH2:25][CH2:26][CH2:27][CH2:28]4)[cH:18][cH:19]3)[c:10]2[cH:11][cH:12]1.[CH3:37][Sn:38]([c:39]1[cH:40][s:41][c:42]([S:44](=[O:45])(=[O:46])[CH3:47])[cH:43]1)([CH3:48])[CH3:49].[CH3:52][C:53]#[N:54].[Cs+:51].[F-:50].[Pd:55]>>[CH3:1][O:2][c:3]1[cH:4][c:5]2[cH:6][cH:7][c:8](-[c:39]3[cH:40][s:41][c:42]([S:44](=[O:45])(=[O:46])[CH3:47])[cH:43]3)[c:9]([O:13][c:14]3[cH:15][cH:16][c:17]([O:20][CH2:21][CH2:22][N:23]4[CH2:24][CH2:25][CH2:26][CH2:27][CH2:28]4)[cH:18][cH:19]3)[c:10]2[cH:11][cH:12]1. Starting materials: COc1ccc2c(Oc3ccc(OCCN4CCCCC4)cc3)c(OS(=O)(=O)C(F)(F)F)ccc2c1, CS(=O)(=O)c1cc([Sn](C)(C)C)cs1, CC#N, [Cs+], [F-], [Pd]. Reactants: CCOC(C)=O, CS(=O)(=O)Cl, CCN(C(C)C)C(C)C, CC(C)(C)OC(=O)N1CCc2c(ncnc2Oc2ccc3c(ccn3C(=O)Nc3cc(CCl)cc(C(F)(F)F)c3)c2)C1, ClCCl, CC(C)(C)OC(=O)N1CCc2c(ncnc2Oc2ccc3c(ccn3C(=O)Nc3cc(CO)cc(C(F)(F)F)c3)c2)C1. The product is CC(C)(C)OC(=O)N1CCc2c(ncnc2Oc2ccc3c(ccn3C(=O)Nc3cc(COS(C)(=O)=O)cc(C(F)(F)F)c3)c2)C1. As a reaction SMILES: [CH3:102][CH2:103][O:104][C:105]([CH3:106])=[O:107].[CH3:52][S:53]([Cl:54])(=[O:55])=[O:56].[CH:43]([N:44]([CH2:45][CH3:46])[CH:47]([CH3:48])[CH3:49])([CH3:50])[CH3:51].[Cl:57][CH2:58][c:59]1[cH:60][c:61]([NH:62][C:63]([n:64]2[c:65]3[c:66]([cH:67][c:68]([O:69][c:70]4[c:71]5[c:83]([n:84][cH:85][n:86]4)[CH2:82][N:74]([C:75]([O:76][C:77]([CH3:78])([CH3:79])[CH3:80])=[O:81])[CH2:73][CH2:72]5)[cH:87][cH:88]3)[cH:89][cH:90]2)=[O:91])[cH:92][c:93]([C:94]([F:95])([F:96])[F:97])[cH:98]1.[Cl:99][CH2:100][Cl:101].[OH:1][CH2:2][c:3]1[cH:4][c:5]([NH:13][C:14](=[O:15])[n:16]2[cH:17][cH:18][c:19]3[cH:20][c:21]([O:25][c:26]4[c:27]5[c:28]([n:29][cH:30][n:31]4)[CH2:32][N:33]([C:36](=[O:37])[O:38][C:39]([CH3:40])([CH3:41])[CH3:42])[CH2:34][CH2:35]5)[cH:22][cH:23][c:24]23)[cH:6][c:7]([C:9]([F:10])([F:11])[F:12])[cH:8]1>>[O:1]([CH2:2][c:3]1[cH:4][c:5]([NH:13][C:14](=[O:15])[n:16]2[cH:17][cH:18][c:19]3[cH:20][c:21]([O:25][c:26]4[c:27]5[c:28]([n:29][cH:30][n:31]4)[CH2:32][N:33]([C:36](=[O:37])[O:38][C:39]([CH3:40])([CH3:41])[CH3:42])[CH2:34][CH2:35]5)[cH:22][cH:23][c:24]23)[cH:6][c:7]([C:9]([F:10])([F:11])[F:12])[cH:8]1)[S:53]([CH3:52])(=[O:55])=[O:56]. The reactants are FC(CNC(=O)NC=1C=C(C=CC1)C1=CN=C2N1N=CC(=C2)C2=CC=C(C=C2)C(C(=O)O)C)(F)F (2-(4-{3-[3-({[(2,2,2-trifluoroethyl)amino]-carbonyl}amino)phenyl]imidazo[1,2-b]pyridazin-7-yl}phenyl)propanoic acid), CNC (N,N-dimethylamine). Product: CN(C(C(C)C1=CC=C(C=C1)C1=CC=2N(N=C1)C(=CN2)C2=CC(=CC=C2)NC(=O)NCC(F)(F)F)=O)C (N,N-Dimethyl-2-(4-{3-[3-({[(2,2,2-trifluoroethyl)amino]carbonyl}amino)phenyl]imidazo[1,2-b]pyridazin-7-yl}phenyl)propanamide). RXN SMILES: [F:1][C:2]([F:35])([F:34])[CH2:3][NH:4][C:5]([NH:7][C:8]1[CH:9]=[C:10]([C:14]2[N:18]3[N:19]=[CH:20][C:21]([C:23]4[CH:28]=[CH:27][C:26]([CH:29]([CH3:33])[C:30]([OH:32])=O)=[CH:25][CH:24]=4)=[CH:22][C:17]3=[N:16][CH:15]=2)[CH:11]=[CH:12][CH:13]=1)=[O:6].[CH3:36][NH:37][CH3:38]>>[CH3:36][N:37]([CH3:38])[C:30](=[O:32])[CH:29]([C:26]1[CH:25]=[CH:24][C:23]([C:21]2[CH:20]=[N:19][N:18]3[C:14]([C:10]4[CH:11]=[CH:12][CH:13]=[C:8]([NH:7][C:5]([NH:4][CH2:3][C:2]([F:34])([F:35])[F:1])=[O:6])[CH:9]=4)=[CH:15][N:16]=[C:17]3[CH:22]=2)=[CH:28][CH:27]=1)[CH3:33]. Procedure: This compound was prepared by using procedure analogous to those described for the synthesis of Example 98, Step 9 starting from 2-(4-{3-[3-({[(2,2,2-trifluoroethyl)amino]-carbonyl}amino)phenyl]imidazo[1,2-b]pyridazin-7-yl}phenyl)propanoic acid and N,N-dimethylamine. LCMS (M+H)+: m/z=511.2 The reactants are ClC1=C(C(=CC(=C1)Cl)Cl)N1C(NC(=CC1=O)C(F)(F)F)=O (3-(2,4,6-trichlorophenyl)-6-trifluoromethyl-2,4(1H,3H)-pyrimidinedione), [H-].[Na+] (sodium hydride), [H-].[Na+] (sodium hydride), ClCOCC (chloromethylethyl ether). The solvent is O1CCCC1 (tetrahydrofuran). Product: C(C)OCN1C(N(C(C=C1C(F)(F)F)=O)C1=C(C=C(C=C1Cl)Cl)Cl)=O (1-ethoxymethyl-3-(2,4,6-trichlorophenyl)-6-trifluoromethyl-2,4(1H,3H)-pyrimidinedione). Yield: 68.9%. Reaction SMILES: [Cl:1][C:2]1[CH:7]=[C:6]([Cl:8])[CH:5]=[C:4]([Cl:9])[C:3]=1[N:10]1[C:15](=[O:16])[CH:14]=[C:13]([C:17]([F:20])([F:19])[F:18])[NH:12][C:11]1=[O:21].[H-].[Na+].Cl[CH2:25][O:26][CH2:27][CH3:28]>O1CCCC1>[CH2:27]([O:26][CH2:25][N:12]1[C:13]([C:17]([F:20])([F:19])[F:18])=[CH:14][C:15](=[O:16])[N:10]([C:3]2[C:2]([Cl:1])=[CH:7][C:6]([Cl:8])=[CH:5][C:4]=2[Cl:9])[C:11]1=[O:21])[CH3:28] |f:1.2|. Reported procedure: 1.50 g of 3-(2,4,6-trichlorophenyl)-6-trifluoromethyl-2,4(1H,3H)-pyrimidinedione was added to a 10 ml tetrahydrofuran solution of 0.30 g of sodium hydride (purity: 55%) with stirring under ice cooling, and the mixed solution was stirred at room temperature for 15 minutes. Then, after adding 0.70 g of chloromethylethyl ether, the solution was further stirred at room temperature for 3 hours. Then ice was added to the solution to decompose excess sodium hydride. The resulting mixture was extracted ... Reactants: [N+](=O)(O)[O-] (nitric acid), S(O)(O)(=O)=O (sulphuric acid), C(C)OP(OCC)(=O)C=1C(NC2=CC(=CC=C2C1)Cl)=O ((7-chloro-2-oxo-1,2-dihydro-3-quinolyl)-phosphonic acid diethyl ester). Run at time 15 minute. Product: C(C)OP(OCC)(=O)C=1C(NC2=CC(=C(C=C2C1)[N+](=O)[O-])Cl)=O ((7-Chloro-6-nitro-2-oxo-1,2-dihydro-3-quinolyl)phosphonic Acid Diethyl Ester). Reaction SMILES: [N+:1]([O-:4])(O)=[O:2].S(=O)(=O)(O)O.[CH2:10]([O:12][P:13]([C:18]1[C:19](=[O:29])[NH:20][C:21]2[C:26]([CH:27]=1)=[CH:25][CH:24]=[C:23]([Cl:28])[CH:22]=2)(=[O:17])[O:14][CH2:15][CH3:16])[CH3:11]>>[CH2:10]([O:12][P:13]([C:18]1[C:19](=[O:29])[NH:20][C:21]2[C:26]([CH:27]=1)=[CH:25][C:24]([N+:1]([O-:4])=[O:2])=[C:23]([Cl:28])[CH:22]=2)(=[O:17])[O:14][CH2:15][CH3:16])[CH3:11]. Procedure details: 55 ml of nitric acid are added dropwise to a solution of 55 ml of 96% sulphuric acid cooled in an ice bath, and then (7-chloro-2-oxo-1,2-dihydro-3-quinolyl)-phosphonic acid diethyl ester (14.7 g, 46.6 mmol) is added in portions whilst maintaining the temperature at less than or equal to 5° C. When the addition is complete, stirring is continued for 15 minutes and then the ice bath is withdrawn and the reaction mixture is brought to room temperature over a period of about 1 hour 30 minutes. The s... Reactants: C(=C)[Mg]Br (Vinylmagnesium bromide), C(C)(=O)N[C@H]1[C@@H](C=C(CC1=O)C(=O)OC)OC(C)C (methyl (3R,4S)-4-(acetylamino)-3-isopropoxy-5-oxo-1-cyclohexene-1-carboxylate). Run in C1CCOC1 (THF). Conditions: time 2 hour. Yields the product C(C)(=O)N[C@H]1[C@@H](C=C(C[C@@]1(C=C)O)C(=O)OC)OC(C)C (methyl (3R,4S,5S)-4-(acetylamino)-5-hydroxy-3-isopropoxy-5-vinyl-1-cyclohexene-1-carboxylate). RXN SMILES: [CH:1]([Mg]Br)=[CH2:2].[C:5]([NH:8][C@@H:9]1[C:14](=[O:15])[CH2:13][C:12]([C:16]([O:18][CH3:19])=[O:17])=[CH:11][C@H:10]1[O:20][CH:21]([CH3:23])[CH3:22])(=[O:7])[CH3:6]>C1COCC1>[C:5]([NH:8][C@@H:9]1[C@@:14]([OH:15])([CH:1]=[CH2:2])[CH2:13][C:12]([C:16]([O:18][CH3:19])=[O:17])=[CH:11][C@H:10]1[O:20][CH:21]([CH3:23])[CH3:22])(=[O:7])[CH3:6]. Procedure: Vinylmagnesium bromide can be added to a −78° C. solution of Example 16A in THF. The reaction mixture can be stirred for 2 hours and quenched with saturated aqueous NH4Cl. The quenched reaction mixture can be extracted several times with dichloromethane. The combined dichloromethane layers can be dried (MgSO4), filtered and concentrated. The concentrate can be purified by column chromatography to afford the desired product. As a reaction SMILES: [Br:7][c:8]1[cH:9][c:10]([C:11](=[O:12])[Cl:13])[cH:14][cH:15][cH:16]1.[CH2:4]([CH3:5])[NH2:6].[CH3:17][OH:18].[ClH:3].[Na+:2].[OH-:1]>>[CH2:4]([CH3:5])[NH:6][C:11]([c:10]1[cH:9][c:8]([Br:7])[cH:16][cH:15][cH:14]1)=[O:12]. The reactants are O=C(Cl)c1cccc(Br)c1, CCN, CO, Cl, [Na+], [OH-]. Product: CCNC(=O)c1cccc(Br)c1. The reactants are [NH4+].[OH-] (NH4OH), N1C(=CC=C1)C=O (pyrrole-2-carbaldehyde), [H-].[Na+] (NaH), B(Br)(Br)Br (BBr3), C(C1=CC=CC=C1)O[C@H]1C(O[C@@H]([C@H]1OCC1=CC=CC=C1)COCC1=CC=CC=C1)Cl (2,3,5-tri-O-benzyl-D-ribofuranosyl chloride), 1-(2,3,5-tri-O-benzyl-D-ribofuranosyl)pyrrole-2-carboxyaldehyde. Run in CC#N (CH3CN), CC#N (CH3CN), CO.C(Cl)Cl (methanol CH2Cl2), C(Cl)Cl (CH2Cl2), C1(=CC=CC=C1)C (toluene). Reaction conditions: time 45 minute. Product: [C@@H]1([C@H](O)[C@H](O)[C@H](O1)CO)N1C(=CC=C1)C=O (1-(β-D-ribofuranosyl)pyrrole-2-carbaldehyde). Isolated yield 15.3%. As a reaction SMILES: [NH:1]1[CH:5]=[CH:4][CH:3]=[C:2]1[CH:6]=[O:7].[H-].[Na+].C([O:17][C@@H:18]1[C@H:22]([O:23]CC2C=CC=CC=2)[C@@H:21]([CH2:31][O:32]CC2C=CC=CC=2)[O:20][CH:19]1Cl)C1C=CC=CC=1.B(Br)(Br)Br.[NH4+].[OH-]>CC#N.CO.C(Cl)Cl.C(Cl)Cl.C1(C)C=CC=CC=1>[C@@H:19]1([N:1]2[CH:5]=[CH:4][CH:3]=[C:2]2[CH:6]=[O:7])[O:20][C@H:21]([CH2:31][OH:32])[C@@H:22]([OH:23])[C@H:18]1[OH:17] |f:1.2,5.6,8.9|. Procedure: To a solution of pyrrole-2-carbaldehyde (330 mg, 3.5 mmol) in CH3CN (18 ml), NaH (60% oil dispersion, 152 mg, 3.8 mmol) was added and stirred at room temperature for 45 minutes, followed by addition of a solution of 2,3,5-tri-O-benzyl-D-ribofuranosyl chloride (3.1 mmol) (Non-patent Document 44) in CH3CN (18 ml). The reaction mixture was stirred at room temperature for 4 hours. The product was partitioned between ethyl acetate and water, and the organic layer was washed three times with saturated...